Dataset: the Open Reaction Database (ORD), a public repository of structured organic reaction records. Task: describe an organic reaction: reactants, conditions, products, and yield Starting materials: O (water), COC1=CC(=C(C(=O)NC2=CC=C(C(=O)N3CCCC4=CC=CC=C34)C=C2)C=C1)C1=CC=C(C=C1)C (1-{4-[4-methoxy-2-(4-methylphenyl)benzoylamino]benzoyl}-1,2,3,4-tetrahydroquinoline), B(Br)(Br)Br (boron tribromide). Run in ClCCl (dichloromethane), ClCCl (dichloromethane). Yields the product OC1=CC(=C(C(=O)NC2=CC=C(C(=O)N3CCCC4=CC=CC=C34)C=C2)C=C1)C1=CC=C(C=C1)C (1-{4-[4-hydroxy-2-(4-methylphenyl)benzoylamino]benzoyl}-1,2,3,4-tetrahydroquinoline). Yield: 8.1%. Reaction SMILES: C[O:2][C:3]1[CH:29]=[CH:28][C:6]([C:7]([NH:9][C:10]2[CH:27]=[CH:26][C:13]([C:14]([N:16]3[C:25]4[C:20](=[CH:21][CH:22]=[CH:23][CH:24]=4)[CH2:19][CH2:18][CH2:17]3)=[O:15])=[CH:12][CH:11]=2)=[O:8])=[C:5]([C:30]2[CH:35]=[CH:34][C:33]([CH3:36])=[CH:32][CH:31]=2)[CH:4]=1.B(Br)(Br)Br.O>ClCCl>[OH:2][C:3]1[CH:29]=[CH:28][C:6]([C:7]([NH:9][C:10]2[CH:27]=[CH:26][C:13]([C:14]([N:16]3[C:25]4[C:20](=[CH:21][CH:22]=[CH:23][CH:24]=4)[CH2:19][CH2:18][CH2:17]3)=[O:15])=[CH:12][CH:11]=2)=[O:8])=[C:5]([C:30]2[CH:31]=[CH:32][C:33]([CH3:36])=[CH:34][CH:35]=2)[CH:4]=1. Reported procedure: To a solution of 1-{4-[4-methoxy-2-(4-methylphenyl)benzoylamino]benzoyl}-1,2,3,4-tetrahydroquinoline (380 mg) in dichloromethane (15 ml) at -78° C. was added a solution of 1.0M boron tribromide in dichloromethane (2.4 ml). The resulting solution was allowed to warm to ambient temperature where it was maintained for 12 hours. The mixture was cooled to 0° C., and added water. The organic layer was washed with saturated sodium bicarbonate aqueous solution and filtered through a bed of celite, and c... Starting materials: COC(=O)c1cc(Br)cc(NC2CCOCC2)c1C, O=C([O-])[O-], CI, CC#N, [Cs+], [Cs+]. Yields the product COC(=O)c1cc(Br)cc(N(C)C2CCOCC2)c1C. RXN SMILES: [Br:1][c:2]1[cH:3][c:4]([NH:13][CH:14]2[CH2:15][CH2:16][O:17][CH2:18][CH2:19]2)[c:5]([CH3:12])[c:6]([C:7](=[O:8])[O:9][CH3:10])[cH:11]1.[C:20](=[O:21])([O-:22])[O-:23].[CH3:26][I:27].[CH3:28][C:29]#[N:30].[Cs+:24].[Cs+:25]>>[Br:1][c:2]1[cH:3][c:4]([N:13]([CH:14]2[CH2:15][CH2:16][O:17][CH2:18][CH2:19]2)[CH3:20])[c:5]([CH3:12])[c:6]([C:7](=[O:8])[O:9][CH3:10])[cH:11]1. Starting materials: CC(C)(C)OC(=O)NCc1ccc(F)cc1C(=O)O, CCN=C=NCCCN(C)C, Cl, CN(C)C=O, On1nnc2cccnc21. The product is CC(C)(C)OC(=O)NCc1ccc(F)cc1C(N)=O. Reaction SMILES: [C:1]([CH3:2])([CH3:3])([CH3:4])[O:5][C:6](=[O:7])[NH:8][CH2:9][c:10]1[c:11]([C:12](=[O:13])[OH:14])[cH:15][c:16]([F:19])[cH:17][cH:18]1.[CH3:21][N:22]([CH3:23])[CH2:24][CH2:25][CH2:26][N:27]=[C:28]=[N:29][CH2:30][CH3:31].[ClH:20].[O:42]=[CH:43][N:44]([CH3:45])[CH3:46].[OH:32][n:33]1[c:34]2[n:35][cH:36][cH:37][cH:38][c:39]2[n:40][n:41]1>>[C:1]([CH3:2])([CH3:3])([CH3:4])[O:5][C:6](=[O:7])[NH:8][CH2:9][c:10]1[c:11]([C:12](=[O:13])[NH2:22])[cH:15][c:16]([F:19])[cH:17][cH:18]1. Starting materials: ClCCl, CCOC(=O)C1=C(CO)NC(C)=C(C(=O)OCCN(C)Cc2ccccc2)C1c1cccc([N+](=O)[O-])c1, CC(=O)Cl, c1ccncc1. The product is CCOC(=O)C1=C(COC(C)=O)NC(C)=C(C(=O)OCCN(C)Cc2ccccc2)C1c1cccc([N+](=O)[O-])c1. Reaction SMILES: [CH2:48]([Cl:49])[Cl:50].[CH3:1][C:2]1=[C:7]([C:8](=[O:9])[O:10][CH2:11][CH2:12][N:13]([CH2:14][c:15]2[cH:16][cH:17][cH:18][cH:19][cH:20]2)[CH3:21])[CH:6]([c:22]2[cH:23][c:24]([N+:28](=[O:29])[O-:30])[cH:25][cH:26][cH:27]2)[C:5]([C:31](=[O:32])[O:33][CH2:34][CH3:35])=[C:4]([CH2:36][OH:37])[NH:3]1.[CH3:38][C:39]([Cl:40])=[O:41].[cH:42]1[cH:43][cH:44][n:45][cH:46][cH:47]1>>[CH3:1][C:2]1=[C:7]([C:8](=[O:9])[O:10][CH2:11][CH2:12][N:13]([CH2:14][c:15]2[cH:16][cH:17][cH:18][cH:19][cH:20]2)[CH3:21])[CH:6]([c:22]2[cH:23][c:24]([N+:28](=[O:29])[O-:30])[cH:25][cH:26][cH:27]2)[C:5]([C:31](=[O:32])[O:33][CH2:34][CH3:35])=[C:4]([CH2:36][O:37][C:39]([CH3:38])=[O:41])[NH:3]1.